The task is: describe an organic reaction: reactants, conditions, products, and yield. This data is from the Open Reaction Database (ORD), a public repository of structured organic reaction records. Starting materials: C(C)(C)OC(NC1=CC(=CC(=C1)F)F)=O ((3,5-difluoro-phenyl)-carbamic acid isopropyl ester), CN(CCN(C)C)C (N, N, N′, N′-tetramethylethylenediamine), S1CCC(CC1)=O (Tetrahydrothiopyran-4-one), C(CCC)[Li] (n-Butyllithium). The solvent is C1CCOC1 (THF), C1CCOC1 (THF). Conditions: time 20 minute. Yields the product FC=1C=C(C=C(C1C1(CCSCC1)O)F)NC(OC(C)C)=O ([3,5-difluoro-4-(tetrahydro-4-hydroxy-2H-thiopyran-4-yl)phenyl]carbamic acid, 1-methylethyl ester). Reaction SMILES: C([Li])CCC.[CH:6]([O:9][C:10](=[O:20])[NH:11][C:12]1[CH:17]=[C:16]([F:18])[CH:15]=[C:14]([F:19])[CH:13]=1)([CH3:8])[CH3:7].CN(C)CCN(C)C.[S:29]1[CH2:34][CH2:33][C:32](=[O:35])[CH2:31][CH2:30]1>C1COCC1>[F:18][C:16]1[CH:17]=[C:12]([NH:11][C:10](=[O:20])[O:9][CH:6]([CH3:8])[CH3:7])[CH:13]=[C:14]([F:19])[C:15]=1[C:32]1([OH:35])[CH2:33][CH2:34][S:29][CH2:30][CH2:31]1. Procedure details: n-Butyllithium (2.5M in hexanes, 57.2 mL, 0.143 mol) was added dropwise with stirring at −78° C. to (3,5-difluoro-phenyl)-carbamic acid isopropyl ester (15.0 g, 0.07 mol) and N, N, N′, N′-tetramethylethylenediamine (21.04 mL, 0.139 mol) in THF (150 mL), and stirred for 20 min at this temperature. Tetrahydrothiopyran-4-one (8.50 g, 0.073 mol) dissolved in THF (10 mL) was then added dropwise at −78° C., stirred for 1 h, and then allowed to warm to room temperature. The reaction was stirred for ano... The reactants are C=O (formalin), C(C)N1C=C(C(C2=CC(=C(N=C12)N1CCNCC1)F)=O)C(=O)O (1-ethyl-6-fluoro-1,4-dihydro-4-oxo-7-(1-piperazinyl)-1,8-naphthyridine-3-carboxylic acid). Run in C(=O)O (formic acid). Product: C(C)N1C=C(C(C2=CC(=C(N=C12)N1CCN(CC1)C)F)=O)C(=O)O (1-ethyl-6-fluoro-1,4-dihydro-7-(4-methyl-1-piperazinyl)-4-oxo-1,8-naphthyridine-3-carboxylic acid). RXN SMILES: [CH2:1]=O.[CH2:3]([N:5]1[C:14]2[C:9](=[CH:10][C:11]([F:21])=[C:12]([N:15]3[CH2:20][CH2:19][NH:18][CH2:17][CH2:16]3)[N:13]=2)[C:8](=[O:22])[C:7]([C:23]([OH:25])=[O:24])=[CH:6]1)[CH3:4]>C(O)=O>[CH2:3]([N:5]1[C:14]2[C:9](=[CH:10][C:11]([F:21])=[C:12]([N:15]3[CH2:16][CH2:17][N:18]([CH3:1])[CH2:19][CH2:20]3)[N:13]=2)[C:8](=[O:22])[C:7]([C:23]([OH:25])=[O:24])=[CH:6]1)[CH3:4]. Procedure details: To a solution of 37% formalin (12 ml) and formic acid (18 ml) was added 6.0 g of 1-ethyl-6-fluoro-1,4-dihydro-4-oxo-7-(1-piperazinyl)-1,8-naphthyridine-3-carboxylic acid, and the mixture was heated at 120°-125° C. for 4 hours with stirring. The mixture was then concentrated to dryness under reduced pressure. The residue was adjusted to pH 8 by addition of aqueous 7% sodium bicarbonate, and extracted with chloroform. The extract was dried and the solvent was evaported. The crystalline residue was... The reactants are ClB(Cl)Cl, N#Cc1ccncc1, COc1ccc(N)cc1OC, ClCCCl, Cl, [Na+], [OH-]. Yields the product COc1cc(N)c(C(=O)c2ccncc2)cc1OC. As a reaction SMILES: [B:1]([Cl:2])([Cl:3])[Cl:4].[C:16](#[N:17])[c:18]1[cH:19][cH:20][n:21][cH:22][cH:23]1.[CH3:5][O:6][c:7]1[cH:8][c:9]([NH2:10])[cH:11][cH:12][c:13]1[O:14][CH3:15].[Cl:27][CH2:28][CH2:29][Cl:30].[ClH:24].[Na+:26].[OH-:25]>>[CH3:5][O:6][c:7]1[cH:8][c:9]([NH2:10])[c:11]([C:16]([c:18]2[cH:19][cH:20][n:21][cH:22][cH:23]2)=[O:25])[cH:12][c:13]1[O:14][CH3:15]. The reactants are ClC1=C(C(=O)O)C=C(C=C1)N1CCC(CC1)NC(=O)OC(C)(C)C (2-chloro-5-[4-[[(1,1-dimethylethoxy)carbonyl]amino]-1-piperidinyl]-benzoic acid), N,N′-carbonyldiimidazole, C12(CC3CC(CC(C1)C3)C2)CN (1-adamantanemethylamine). The solvent is CN(C=O)C (dimethylformamide). Product: ClC1=C(C=C(C=C1)N1CCC(CC1)NC(OC(C)(C)C)=O)C(=O)NCC12CC3CC(CC(C1)C3)C2 ([1-[4-Chloro-3-[[(tricyclo[3.3.1.13,7]dec-1-ylmethyl)amino]carbonyl]phenyl]-4-piperidinyl]-carbamic acid, 1,1-dimethylethyl ester). RXN SMILES: [Cl:1][C:2]1[CH:10]=[CH:9][C:8]([N:11]2[CH2:16][CH2:15][CH:14]([NH:17][C:18]([O:20][C:21]([CH3:24])([CH3:23])[CH3:22])=[O:19])[CH2:13][CH2:12]2)=[CH:7][C:3]=1[C:4](O)=[O:5].[C:25]12([CH2:35][NH2:36])[CH2:34][CH:29]3[CH2:30][CH:31]([CH2:33][CH:27]([CH2:28]3)[CH2:26]1)[CH2:32]2>CN(C)C=O>[Cl:1][C:2]1[CH:10]=[CH:9][C:8]([N:11]2[CH2:12][CH2:13][CH:14]([NH:17][C:18](=[O:19])[O:20][C:21]([CH3:22])([CH3:24])[CH3:23])[CH2:15][CH2:16]2)=[CH:7][C:3]=1[C:4]([NH:36][CH2:35][C:25]12[CH2:34][CH:29]3[CH2:28][CH:27]([CH2:33][CH:31]([CH2:30]3)[CH2:32]1)[CH2:26]2)=[O:5]. Procedure details: Prepared as described in Example 5c) using 2-chloro-5-[4-[[(1,1-dimethylethoxy)carbonyl]amino]-1-piperidinyl]-benzoic acid (Example 6b, 0.065 g), N,N′-carbonyldiimidazole (0.030 g), 1-adamantanemethylamine (0.032 ml) and dimethylformamide (3 ml) to give the subtitle compound as a solid. The reactants are O(C1OCCCC1)CC#C (THPO-CH2C≡CH), [Li]CCCC (n-BuLi), C=O (paraformaldehyde), P(oct)3, C(Cl)(Cl)(Cl)Cl (CCl4). Run in C1CCOC1 (THF). The product is O(C1OCCCC1)CC#CCCl (THPO-CH2C≡CCH2Cl). Yield: 85.0%. Reaction SMILES: [O:1]([CH2:8][C:9]#[CH:10])[CH:2]1[CH2:7][CH2:6][CH2:5][CH2:4][O:3]1.[Li]CCCC.C=O.[C:18](Cl)(Cl)(Cl)[Cl:19]>C1COCC1>[O:1]([CH2:8][C:9]#[C:10][CH2:18][Cl:19])[CH:2]1[CH2:7][CH2:6][CH2:5][CH2:4][O:3]1. Procedure: THPO-CH2C≡CH was treated with 1.1 equivalents of n-BuLi in THF at -78° C. for 0.5 hours and then 1.4 equivalents of paraformaldehyde ((CH2O)n) Over the course of 12 hours, the reaction was allowed to rise to 25° C. and a product isolated in 84% yield. This product was then treated with 1.6 equivalents of P(oct)3 in CCl4 at 25° C. for six hours, yielding THPO-CH2C≡CCH2Cl in 85% yield. This compound was then treated with 1.0 equivalents NA2S.9H2O in EtOH:H2O (10:1) at 25° C. for 12 hours. The prod...